Task: describe an organic reaction: reactants, conditions, products, and yield. Dataset: the Open Reaction Database (ORD), a public repository of structured organic reaction records Reactants: ( V ), Intermediate 6, OCC[C@@H](C1=CC=CC=C1)NC(=O)C1SCCN1C(=O)OC(C)(C)C (tert-butyl 2-({[(1S)-3-hydroxy-1-phenylpropyl]amino}carbonyl)-1,3-thiazolidine-3-carboxylate), Cl (HCl). Run in O1CCOCC1 (dioxane), C(Cl)Cl (DCM). Reaction conditions: time 45 minute. Yields the product desired product, Cl.OCC[C@@H](C1=CC=CC=C1)NC(=O)C1SCCN1 (N-[(1S)-3-hydroxy-1-phenylpropyl]-1,3-thiazolidine-2-carboxamide hydrochloride). As a reaction SMILES: [OH:1][CH2:2][CH2:3][C@H:4]([NH:11][C:12]([CH:14]1[N:18](C(OC(C)(C)C)=O)[CH2:17][CH2:16][S:15]1)=[O:13])[C:5]1[CH:10]=[CH:9][CH:8]=[CH:7][CH:6]=1.[ClH:26]>C(Cl)Cl.O1CCOCC1>[ClH:26].[OH:1][CH2:2][CH2:3][C@H:4]([NH:11][C:12]([CH:14]1[NH:18][CH2:17][CH2:16][S:15]1)=[O:13])[C:5]1[CH:6]=[CH:7][CH:8]=[CH:9][CH:10]=1 |f:4.5|. Procedure details: A solution was made containing a compound of general structure (V) (Intermediate 6, 0.788 g, 2.15 mmol), e.g., tert-butyl 2-({[(1S)-3-hydroxy-1-phenylpropyl]amino}carbonyl)-1,3-thiazolidine-3-carboxylate, in anhydrous DCM (50 ml). At 0° C., 4M HCl solution in dioxane (50 ml) was added, or alternatively, HCl gas, previously dried with a H2SO4 cc trap, was bubbled slowly through the reaction and deprotection was monitored by TLC using cyclohexane/ethyl acetate (1/1) and stained with a pancaldi sol... Reactants: ClC1=C(C(CN2C=NC=C2)SC(=O)CC2=CC=CC=C2)C=CC(=C1)Cl (1-[2,4-dichloro-β-(benzylcarbonylthio)phenethyl]imidazole), [N+](=O)([O-])[O-] (nitrate). The product is ClC1=C(C(CN2C=NC=C2)SC(=O)C2=CC=CC=C2)C=CC(=C1)Cl (1-[2,4-dichloro-β-(phenylcarbonylthio)phenethyl]imidazole). As a reaction SMILES: [Cl:1][C:2]1[CH:24]=[C:23]([Cl:25])[CH:22]=[CH:21][C:3]=1[CH:4]([S:11][C:12]([CH2:14][C:15]1[CH:20]=[CH:19][CH:18]=[CH:17]C=1)=[O:13])[CH2:5][N:6]1[CH:10]=[CH:9][N:8]=[CH:7]1.[N+]([O-])([O-])=O>>[Cl:1][C:2]1[CH:24]=[C:23]([Cl:25])[CH:22]=[CH:21][C:3]=1[CH:4]([S:11][C:12]([C:14]1[CH:17]=[CH:18][CH:19]=[CH:20][CH:15]=1)=[O:13])[CH2:5][N:6]1[CH:10]=[CH:9][N:8]=[CH:7]1. Procedure details: 1-[2,4-dichloro-β-(benzylcarbonylthio)phenethyl]imidazole as nitrate, mp 115°-116° C. (decomp-foaming). The reactants are NC1C2=C(C=3N1C(C(=CC3C(=O)O)C3=CC=CC=C3)=O)SC=C2 (4-amino-4,6-dihydro-6-oxo-7-phenylthieno[2',3':3,4]pyrrolo [1,2-a]pyridine-9-carboxylic acid), O (water). Reagents/catalysts: [Zn] (zinc), [Zn] (zinc). The solvent is C(C)(=O)O (acetic acid). The product is O=C1C(=CC(=C2N1CC1=C2SC=C1)C(=O)O)C1=CC=CC=C1 (4,6-dihydro-6-oxo-7-phenylthieno[2',3':3,4]-pyrrolo[1,2-a]pyridine-9-carboxylic acid). Isolated yield 97.3%. As a reaction SMILES: N[CH:2]1[N:6]2[C:7](=[O:20])[C:8]([C:14]3[CH:19]=[CH:18][CH:17]=[CH:16][CH:15]=3)=[CH:9][C:10]([C:11]([OH:13])=[O:12])=[C:5]2[C:4]2[S:21][CH:22]=[CH:23][C:3]1=2.O>C(O)(=O)C.[Zn]>[O:20]=[C:7]1[N:6]2[CH2:2][C:3]3[CH:23]=[CH:22][S:21][C:4]=3[C:5]2=[C:10]([C:11]([OH:13])=[O:12])[CH:9]=[C:8]1[C:14]1[CH:19]=[CH:18][CH:17]=[CH:16][CH:15]=1. Reported procedure: A suspension of 45.7 g of 4-amino-4,6-dihydro-6-oxo-7-phenylthieno[2',3':3,4]pyrrolo [1,2-a]pyridine-9-carboxylic acid in 915 ml of acetic acid was treated with 27.6 g of zinc powder and heated to boiling under reflux for 2 hours. The suspension was then cooled and poured into 3000 ml of water. The excess zinc was for the most part removed by decantation. The separated crystals were filtered off under suction and dried in a vacuum. There was obtained 42.4 g of 4,6-dihydro-6-oxo-7-phenylthieno[2'... Solvent: C(C)(=O)OCC (ethyl acetate). The reagents and catalysts are C(C)(=O)[O-].C(C)(=O)[O-].[Cu+2] (copper(II) diacetate). RXN SMILES: [CH3:1][C:2]1([CH3:14])[C:6]([CH3:8])([CH3:7])[O:5][B:4]([C:9]2[CH:10]=[N:11][NH:12][CH:13]=2)[O:3]1.[C:15]1(B(O)O)[CH:20]=[CH:19][CH:18]=[CH:17][CH:16]=1.CN(C=O)C.N1C=CC=CC=1>C(OCC)(=O)C.C([O-])(=O)C.C([O-])(=O)C.[Cu+2]>[C:15]1([N:12]2[CH:13]=[C:9]([B:4]3[O:5][C:6]([CH3:7])([CH3:8])[C:2]([CH3:14])([CH3:1])[O:3]3)[CH:10]=[N:11]2)[CH:20]=[CH:19][CH:18]=[CH:17][CH:16]=1 |f:5.6.7|. Product: C1(=CC=CC=C1)N1N=CC(=C1)B1OC(C(O1)(C)C)(C)C (1-phenyl-4-(4,4,5,5-Tetramethyl-1,3,2-dioxaborolan-2-yl)-1H-pyrazole). Procedure details: 4-(4,4,5,5-Tetramethyl-1,3,2-dioxaborolan-2-yl)-1H-pyrazole (0.07 g, 0.0003 mol) and phenylboronic acid (0.083 g, 0.00068 mol) were combined in DMF (1.50 mL, 0.0194 mol). Then copper(II) diacetate (0.010 g, 0.000055 mol) and pyridine (0.069 mL, 0.00085 mol) were added. The reaction was heated in an open tube to 80° C. for 40 minutes. The reaction was complete by HPLC, allowed to cool to rt, taken up in ethyl acetate, and washed with water saturated with sodium carbonate. The organic layer was wa... Starting materials: CC1(OB(OC1(C)C)C=1C=NNC1)C (4-(4,4,5,5-Tetramethyl-1,3,2-dioxaborolan-2-yl)-1H-pyrazole), N1=CC=CC=C1 (pyridine), C1(=CC=CC=C1)B(O)O (phenylboronic acid), CN(C)C=O (DMF). Reaction conditions: temperature 80 celsius.